From a dataset of the Open Reaction Database (ORD), a public repository of structured organic reaction records. describe an organic reaction: reactants, conditions, products, and yield Starting materials: CC(C)(C)OC(=O)Nc1ccc(-c2ccc(CO[Si](c3ccccc3)(c3ccccc3)C(C)(C)C)s2)cc1NC(=O)c1ccc(-c2cccnc2)cc1, CCOC(C)=O, ClCCl. Yields the product CC(C)(C)OC(=O)Nc1ccc(-c2ccc(CO)s2)cc1NC(=O)c1ccc(-c2cccnc2)cc1. As a reaction SMILES: [C:1]([Si:2]([c:3]1[cH:4][cH:5][cH:42][cH:43][cH:44]1)([O:6][CH2:7][c:8]1[cH:9][cH:10][c:11](-[c:13]2[cH:14][c:15]([NH:27][C:28]([c:29]3[cH:30][cH:31][c:32](-[c:35]4[cH:36][n:37][cH:38][cH:39][cH:40]4)[cH:33][cH:34]3)=[O:41])[c:16]([NH:19][C:20]([O:21][C:22]([CH3:23])([CH3:24])[CH3:25])=[O:26])[cH:17][cH:18]2)[s:12]1)[c:45]1[cH:46][cH:47][cH:48][cH:49][cH:50]1)([CH3:51])([CH3:52])[CH3:53].[CH3:54][CH2:55][O:56][C:57]([CH3:58])=[O:59].[Cl:60][CH2:61][Cl:62]>>[OH:6][CH2:7][c:8]1[cH:9][cH:10][c:11](-[c:13]2[cH:14][c:15]([NH:27][C:28]([c:29]3[cH:30][cH:31][c:32](-[c:35]4[cH:36][n:37][cH:38][cH:39][cH:40]4)[cH:33][cH:34]3)=[O:41])[c:16]([NH:19][C:20]([O:21][C:22]([CH3:23])([CH3:24])[CH3:25])=[O:26])[cH:17][cH:18]2)[s:12]1. Reactants: N(=O)[O-].[Na+] (Sodium nitrite), NC1=CC=C(C=C1)CS(=O)(=O)NCC (4-Amino-N-Ethylbenzenemethanesulphonamide), Cl (hydrochloric acid), stannous chloride, Cl (hydrochloric acid). The solvent is O (water). Reaction conditions: time 15 minute. The product is Cl.C(C)NS(=O)(=O)CC1=CC=C(C=C1)NN (N-Ethyl-4-hydrazinobenzenemethanesulphonamide hydrochloride). RXN SMILES: [N:1]([O-])=O.[Na+].[NH2:5][C:6]1[CH:11]=[CH:10][C:9]([CH2:12][S:13]([NH:16][CH2:17][CH3:18])(=[O:15])=[O:14])=[CH:8][CH:7]=1.[ClH:19]>O>[ClH:19].[CH2:17]([NH:16][S:13]([CH2:12][C:9]1[CH:10]=[CH:11][C:6]([NH:5][NH2:1])=[CH:7][CH:8]=1)(=[O:15])=[O:14])[CH3:18] |f:0.1,5.6|. Reported procedure: Sodium nitrite (1.01) in water (12 ml) was slowly added to a stirred suspension at -5° of the finely ground product of stage (a) (3.14 g) in concentrated hydrochloric acid (30 ml) keeping the temperature below 0°. The resulting mixture was stirred at -5° for 15 min. the slowly added to a cold (-5°) stirred solution of stannous chloride (16.52 g) in concentrated hydrochloric acid (30 ml) keeping the solution below 0°. Reactants: [BH4-].[Na+] (sodium borohydride), CNC=1C=C(C=C(C1)NC)C(CS(=O)(=O)C)=O (3',5'-bis-(methylamino)-2-methylsulfonylacetophenone). Run in C(C)O (ethanol). Yields the product CNC=1C=C(C(CS(=O)(=O)C)O)C=C(C1)NC (3,5-bis-(methylamino)- α -[(methylsulfonyl)methyl]benzyl alcohol). As a reaction SMILES: [BH4-].[Na+].[CH3:3][NH:4][C:5]1[CH:6]=[C:7]([C:13](=[O:19])[CH2:14][S:15]([CH3:18])(=[O:17])=[O:16])[CH:8]=[C:9]([NH:11][CH3:12])[CH:10]=1>C(O)C>[CH3:3][NH:4][C:5]1[CH:6]=[C:7]([CH:8]=[C:9]([NH:11][CH3:12])[CH:10]=1)[CH:13]([OH:19])[CH2:14][S:15]([CH3:18])(=[O:17])=[O:16] |f:0.1|. Procedure details: A suspension of 7.6 g. of sodium borohydride and 12.8 g. of 3',5'-bis-(methylamino)-2-methylsulfonylacetophenone in 200 ml. of ethanol was stirred for 18 hours at 25° C. After the addition of 50 ml. of water, the solution was evaporated to dryness in vacuo. The residue was heated to boiling in 300 ml. of ethyl acetate. The insoluble material was separated and the filtrate evaporated to dryness in vacuo. Recrystallization of the residue from ethanol gave 3,5-bis-(methylamino)- α -[(methylsulfonyl... Starting materials: [BH3-]C#N, C=CCN, CO, O=CC1CCCC1, Cl, [Na+], O. Product: C=CCNCC1CCCC1. As a reaction SMILES: [C:12]([BH3-:13])#[N:14].[CH2:1]([CH:2]=[CH2:3])[NH2:4].[CH3:18][OH:19].[CH:5]1([CH:10]=[O:11])[CH2:6][CH2:7][CH2:8][CH2:9]1.[ClH:16].[Na+:15].[OH2:17]>>[CH2:1]([CH:2]=[CH2:3])[NH:4][CH2:10][CH:5]1[CH2:6][CH2:7][CH2:8][CH2:9]1.